This data is from the Open Reaction Database (ORD), a public repository of structured organic reaction records. The task is: describe an organic reaction: reactants, conditions, products, and yield Reactants: BrC1=CC2=CC=C(C=C2C=C1)O[C@@H]1CC[C@H](CC1)C(C)(C)C (2-bromo-6-(trans-4-tert-butylcyclohexyloxy)naphthalene), IN1C(CCC1=O)=O (N-iodosuccinimide). Reagents/catalysts: [Cl-].[Cl-].[Cl-].[Cl-].[Zr+4] (zirconium tetrachloride). Solvent: C(Cl)Cl (methylene chloride). Product: BrC=1C=C2C=CC(=C(C2=CC1)I)O[C@@H]1CC[C@H](CC1)C(C)(C)C (6-bromo-2-(trans-4-tert-butylcyclohexyloxy)-1-iodonaphthalene). The yield is 92.4%. RXN SMILES: [Br:1][C:2]1[CH:11]=[CH:10][C:9]2[C:4](=[CH:5][CH:6]=[C:7]([O:12][C@H:13]3[CH2:18][CH2:17][C@H:16]([C:19]([CH3:22])([CH3:21])[CH3:20])[CH2:15][CH2:14]3)[CH:8]=2)[CH:3]=1.[I:23]N1C(=O)CCC1=O>C(Cl)Cl.[Cl-].[Cl-].[Cl-].[Cl-].[Zr+4]>[Br:1][C:2]1[CH:3]=[C:4]2[C:9](=[CH:10][CH:11]=1)[C:8]([I:23])=[C:7]([O:12][C@H:13]1[CH2:18][CH2:17][C@H:16]([C:19]([CH3:22])([CH3:21])[CH3:20])[CH2:15][CH2:14]1)[CH:6]=[CH:5]2 |f:3.4.5.6.7|. Procedure: A solution of 2-bromo-6-(trans-4-tert-butylcyclohexyloxy)naphthalene (160.0 g, 444.4 mmol) in methylene chloride (2.5 L) was purged under an atmosphere of argon. N-iodosuccinimide (202.1 g, 888.8 mmol) and zirconium tetrachloride (20.4 g, 88.9 mmol) was added and the reaction was stirred at room temperature under an atmosphere of argon. The reaction was monitored by 1H NMR and showed complete conversion to product after 30 minutes. The mixture was then concentrated under reduced pressure to give...